describe an organic reaction: reactants, conditions, products, and yield From a dataset of the Open Reaction Database (ORD), a public repository of structured organic reaction records. Reactants: ClC1=CC=C2C=CNC2=C1 (6-chloro indole), ClC1=C(C=O)C=CC(=C1)F (2-chloro 4-fluoro benzaldehyde). Product: ClC1=CC=C2C(=CNC2=C1)C(C1=C(C=C(C=C1)F)Cl)C1=CNC2=CC(=CC=C12)Cl (Bis(6-chloroindol-3-yl)-(4-fluoro-2-chlorophenyl)methane). RXN SMILES: [Cl:1][C:2]1[CH:10]=[C:9]2[C:5]([CH:6]=[CH:7][NH:8]2)=[CH:4][CH:3]=1.[Cl:11][C:12]1[CH:19]=[C:18]([F:20])[CH:17]=[CH:16][C:13]=1[CH:14]=O>>[Cl:1][C:2]1[CH:10]=[C:9]2[C:5]([C:6]([CH:14]([C:6]3[C:5]4[C:9](=[CH:10][C:2]([Cl:1])=[CH:3][CH:4]=4)[NH:8][CH:7]=3)[C:13]3[CH:16]=[CH:17][C:18]([F:20])=[CH:19][C:12]=3[Cl:11])=[CH:7][NH:8]2)=[CH:4][CH:3]=1. Procedure: The compound Bis(6-chloroindol-3-yl)-(4-fluoro-2-chlorophenyl)methane was prepared following procedure A, starting from 6-chloro indole and 2-chloro 4-fluoro benzaldehyde. LC: Tr 2.79 min, MS: 443 (M+H)+ The reactants are BrC=1C=C(SC1)C(=O)N (4-bromo-thiophene-2-carboxylic acid amide), COC(N(C)C)OC (N,N-dimethylformamide dimethyl acetal). Run at temperature 85 celsius. Product: CN(C)C=NC(=O)C=1SC=C(C1)Br (4-bromo-thiophene-2-carboxylic acid dimethylaminomethyleneamide). Reaction SMILES: [Br:1][C:2]1[CH:3]=[C:4]([C:7]([NH2:9])=[O:8])[S:5][CH:6]=1.CO[CH:12](OC)[N:13]([CH3:15])[CH3:14]>>[CH3:12][N:13]([CH:15]=[N:9][C:7]([C:4]1[S:5][CH:6]=[C:2]([Br:1])[CH:3]=1)=[O:8])[CH3:14]. Procedure: A mixture of 4-bromo-thiophene-2-carboxylic acid amide (206 mg, 1.0 mmol) and N,N-dimethylformamide dimethyl acetal (0.5 mL, 3.8 mmol) was heated at 85° C. for 1.5 h. The resulting mixture was cooled, and then concentrated under high vacuum to yield 4-bromo-thiophene-2-carboxylic acid dimethylaminomethyleneamide as a light tan solid, which was directly used in the next step without purification. Product: C#CCOc1cccc(Cl)c1C1CC(c2csc(C3CCN(C(=O)Cn4nc(C(F)F)cc4C(F)F)CC3)n2)=NO1. Reactants: C#CCBr, O=C([O-])[O-], CN(C)C=O, Cl, O=C(Cn1nc(C(F)F)cc1C(F)F)N1CCC(c2nc(C3=NOC(c4c(O)cccc4Cl)C3)cs2)CC1, [I-], [K+], [K+], [K+]. Reaction SMILES: [Br:47][CH2:48][C:49]#[CH:50].[C:39](=[O:40])([O-:41])[O-:42].[CH3:52][N:53]([CH3:54])[CH:55]=[O:56].[ClH:51].[F:1][CH:2]([c:3]1[n:4][n:5]([CH2:11][C:12](=[O:13])[N:14]2[CH2:15][CH2:16][CH:17]([c:20]3[s:21][cH:22][c:23]([C:25]4=[N:26][O:27][CH:28]([c:30]5[c:31]([Cl:37])[cH:32][cH:33][cH:34][c:35]5[OH:36])[CH2:29]4)[n:24]3)[CH2:18][CH2:19]2)[c:6]([CH:8]([F:9])[F:10])[cH:7]1)[F:38].[I-:46].[K+:43].[K+:44].[K+:45]>>[F:1][CH:2]([c:3]1[n:4][n:5]([CH2:11][C:12](=[O:13])[N:14]2[CH2:15][CH2:16][CH:17]([c:20]3[s:21][cH:22][c:23]([C:25]4=[N:26][O:27][CH:28]([c:30]5[c:31]([Cl:37])[cH:32][cH:33][cH:34][c:35]5[O:36][CH2:50][C:49]#[CH:48])[CH2:29]4)[n:24]3)[CH2:18][CH2:19]2)[c:6]([CH:8]([F:9])[F:10])[cH:7]1)[F:38].